Task: describe an organic reaction: reactants, conditions, products, and yield. Dataset: the Open Reaction Database (ORD), a public repository of structured organic reaction records Reactants: Cl, CCOC(=O)CCCCCc1c(-c2cccnc2)[nH]c2ccccc12. Yields the product Cl, O=C(O)CCCCCc1c(-c2cccnc2)[nH]c2ccccc12. RXN SMILES: [ClH:26].[n:1]1[cH:2][c:3](-[c:7]2[nH:8][c:9]3[cH:10][cH:11][cH:12][cH:13][c:14]3[c:15]2[CH2:16][CH2:17][CH2:18][CH2:19][CH2:20][C:21](=[O:22])[O:23][CH2:24][CH3:25])[cH:4][cH:5][cH:6]1>>[ClH:26].[n:1]1[cH:2][c:3](-[c:7]2[nH:8][c:9]3[cH:10][cH:11][cH:12][cH:13][c:14]3[c:15]2[CH2:16][CH2:17][CH2:18][CH2:19][CH2:20][C:21](=[O:22])[OH:23])[cH:4][cH:5][cH:6]1.